From a dataset of the Open Reaction Database (ORD), a public repository of structured organic reaction records. describe an organic reaction: reactants, conditions, products, and yield Solvent: C1CCOC1 (THF), CCOCC (Et2O). Starting materials: FC1=CC(=C(C=O)C=C1F)O (4,5-difluoro-2-hydroxybenzaldehyde), C[C@H](CC=C)O ((R)-(−)-pent-4-en-2-ol), C1(=CC=CC=C1)P(C1=CC=CC=C1)C1=CC=CC=C1 (triphenylphosphine), CC(C)OC(=O)/N=N/C(=O)OC(C)C (DIAD). RXN SMILES: [F:1][C:2]1[C:9]([F:10])=[CH:8][C:5]([CH:6]=[O:7])=[C:4]([OH:11])[CH:3]=1.[CH3:12][C@@H:13](O)[CH2:14][CH:15]=[CH2:16].C1(P(C2C=CC=CC=2)C2C=CC=CC=2)C=CC=CC=1.CC(OC(/N=N/C(OC(C)C)=O)=O)C>C1COCC1.CCOCC>[F:1][C:2]1[C:9]([F:10])=[CH:8][C:5]([CH:6]=[O:7])=[C:4]([O:11][C@H:15]([CH2:14][CH:13]=[CH2:12])[CH3:16])[CH:3]=1. The product is FC1=CC(=C(C=O)C=C1F)O[C@@H](C)CC=C ((S)-4,5-difluoro-2-(pent-4-en-2-yloxy)benzaldehyde). Reaction conditions: time 1.5 hour. Procedure details: To a solution of 4,5-difluoro-2-hydroxybenzaldehyde (1.0 g, 6.33 mmol) in THF (14 ml) were added (R)-(−)-pent-4-en-2-ol (1.090 g, 12.65 mmol) and triphenylphosphine (2.157 g, 8.22 mmol). DIAD (1.599 ml, 8.22 mmol) was added dropwise (exotherm) and the mixture was stirred at rt. After 1.5 h, the mixture was diluted with Et2O and washed with 1N NaOH followed by water (3×'s) then brine, dried (Na2SO4), filtered and concentrated. The yellow oil was purified by flash chromatography (Biotage; 0%-100% ... The yield is 9.0%. Reactants: CCC(C#N)CC(=O)O, CN, [NH4+], O. The product is CCC1CC(=O)N(C)C1. RXN SMILES: [C:4](#[N:5])[CH:6]([CH2:7][C:8](=[O:9])[OH:10])[CH2:11][CH3:12].[CH3:1][NH2:2].[NH4+:3].[OH2:13]>>[CH3:1][N:5]1[CH2:4][CH:6]([CH2:11][CH3:12])[CH2:7][C:8]1=[O:9]. Starting materials: COC=1C=C(NC2=NN3C(C(=NC=C3)N3CCN(CC3)CCN3C(C4=CC=CC=C4C3=O)=O)=N2)C=C(C1)OC (2-[2-[4-[2-(3,5-dimethoxyanilino)-[1,2,4]triazolo[1,5-a]pyrazin-8-yl]piperazin-1-yl]ethyl]isoindoline-1,3-dione), NN (hydrazine). Run in C(C)O (ethanol). The product is NCCN1CCN(CC1)C=1C=2N(C=CN1)N=C(N2)NC2=CC(=CC(=C2)OC)OC ({8-[4-(2-Amino-ethyl)-piperazin-1-yl]-[1,2,4]triazolo[1,5-a]pyrazin-2-yl}-(3,5-dimethoxy-phenyl)-amine). As a reaction SMILES: [CH3:1][O:2][C:3]1[CH:4]=[C:5]([CH:35]=[C:36]([O:38][CH3:39])[CH:37]=1)[NH:6][C:7]1[N:34]=[C:10]2[C:11]([N:15]3[CH2:20][CH2:19][N:18]([CH2:21][CH2:22][N:23]4C(=O)C5C(=CC=CC=5)C4=O)[CH2:17][CH2:16]3)=[N:12][CH:13]=[CH:14][N:9]2[N:8]=1.NN>C(O)C>[NH2:23][CH2:22][CH2:21][N:18]1[CH2:17][CH2:16][N:15]([C:11]2[C:10]3[N:9]([N:8]=[C:7]([NH:6][C:5]4[CH:35]=[C:36]([O:38][CH3:39])[CH:37]=[C:3]([O:2][CH3:1])[CH:4]=4)[N:34]=3)[CH:14]=[CH:13][N:12]=2)[CH2:20][CH2:19]1. Reported procedure: To a suspension of 2-[2-[4-[2-(3,5-dimethoxyanilino)-[1,2,4]triazolo[1,5-a]pyrazin-8-yl]piperazin-1-yl]ethyl]isoindoline-1,3-dione in ethanol is added hydrazine (20 eq) and the clear colorless solution is refluxed for 2 h and monitored by HPLC. The solvent is removed under reduced pressure and the residue purified via preparative HPLC yielding the title compound “D20”; Reactants: [O-]B(O)F, [O-]B([O-])F, [O-]B([O-])F, [O-]B([O-])F, CO, CCOC(C)=O, C=Cc1cc(C(F)(F)F)cc(C(F)(F)F)c1, O=N[O-], COc1ccc(Cl)cc1N, [Na+], O. Yields the product COc1ccc(Cl)cc1C=Cc1cc(C(F)(F)F)cc(C(F)(F)F)c1. As a reaction SMILES: [B:32]([F:33])([O-:34])[OH:35].[B:36]([F:37])([O-:38])[O-:39].[B:40]([F:41])([O-:42])[O-:43].[B:44]([F:45])([O-:46])[O-:47].[CH3:48][OH:49].[CH3:50][CH2:51][O:52][C:53](=[O:54])[CH3:55].[F:15][C:16]([c:17]1[cH:18][c:19]([CH:20]=[CH2:21])[cH:22][c:23]([C:25]([F:26])([F:27])[F:28])[cH:24]1)([F:29])[F:30].[N:1]([O-:2])=[O:3].[NH2:5][c:6]1[c:7]([O:13][CH3:14])[cH:8][cH:9][c:10]([Cl:12])[cH:11]1.[Na+:4].[OH2:31]>>[c:6]1([CH:21]=[CH:20][c:19]2[cH:18][c:17]([C:16]([F:15])([F:29])[F:30])[cH:24][c:23]([C:25]([F:26])([F:27])[F:28])[cH:22]2)[c:7]([O:13][CH3:14])[cH:8][cH:9][c:10]([Cl:12])[cH:11]1. The reactants are COC(=O)OC1=CC=C(C(=O)O)C=C1 (4-methoxycarbonyloxybenzoic acid), FC1=C(C(=O)O)C=CC(=C1)O (2-fluoro-4-hydroxybenzoic acid), COC(=O)Cl (methylchloroformate). The product is FC1=C(C(=O)O)C=CC(=C1)OC(=O)OC (2-fluoro-4-methoxycarbonyloxybenzoic acid). Reaction SMILES: [CH3:1][O:2][C:3]([O:5][C:6]1[CH:14]=[CH:13][C:9]([C:10]([OH:12])=[O:11])=[CH:8][CH:7]=1)=[O:4].[F:15]C1C=C(O)C=CC=1C(O)=O.COC(Cl)=O>>[F:15][C:13]1[CH:14]=[C:6]([O:5][C:3]([O:2][CH3:1])=[O:4])[CH:7]=[CH:8][C:9]=1[C:10]([OH:12])=[O:11]. Procedure details: This was prepared using a similar method to that described for compound 15. Quantities: 2-fluoro-4-hydroxybenzoic acid (26) (0.97 g, 6.23 mmol), methylchloroformate (1.09 g, 11.48 mmol). The product is C=CCOc1ccc(C=O)cc1OCC. RXN SMILES: [C:17](=[O:18])([O-:19])[O-:20].[CH2:13]([CH:14]=[CH2:15])[Br:16].[CH3:23][C:24](=[O:25])[CH3:26].[K+:21].[K+:22].[O:1]=[CH:2][c:3]1[cH:4][c:5]([O:6][CH2:7][CH3:8])[c:9]([OH:10])[cH:11][cH:12]1>>[O:1]=[CH:2][c:3]1[cH:4][c:5]([O:6][CH2:7][CH3:8])[c:9]([O:10][CH2:15][CH:14]=[CH2:13])[cH:11][cH:12]1. Reactants: O=C([O-])[O-], C=CCBr, CC(C)=O, [K+], [K+], CCOc1cc(C=O)ccc1O.